Dataset: the Open Reaction Database (ORD), a public repository of structured organic reaction records. Task: describe an organic reaction: reactants, conditions, products, and yield Reactants: COC(=O)c1sccc1S(=O)(=O)N=C=O, CC#N, COc1cc(C)nc(N)n1. Product: COC(=O)c1sccc1S(=O)(=O)NC(=O)Nc1nc(C)cc(OC)n1. RXN SMILES: [CH3:11][O:12][C:13](=[O:14])[c:15]1[s:16][cH:17][cH:18][c:19]1[S:20](=[O:21])(=[O:22])[N:23]=[C:24]=[O:25].[CH3:26][C:27]#[N:28].[NH2:1][c:2]1[n:3][c:4]([CH3:10])[cH:5][c:6]([O:8][CH3:9])[n:7]1>>[NH:1]([c:2]1[n:3][c:4]([CH3:10])[cH:5][c:6]([O:8][CH3:9])[n:7]1)[C:24]([NH:23][S:20]([c:19]1[c:15]([C:13]([O:12][CH3:11])=[O:14])[s:16][cH:17][cH:18]1)(=[O:21])=[O:22])=[O:25].